Dataset: the Open Reaction Database (ORD), a public repository of structured organic reaction records. Task: describe an organic reaction: reactants, conditions, products, and yield Starting materials: [Na+], [OH-], COCCn1c(C)nc2cc(C(=O)OC)c(CCC(O)c3ccccc3)c(O)c21, O=P(O)(O)O. Yields the product COCCn1c(C)nc2cc(C(=O)OC)c3c(c21)OC(c1ccccc1)CC3. Reaction SMILES: [Na+:31].[OH-:30].[OH:1][c:2]1[c:3]([CH2:20][CH2:21][CH:22]([c:23]2[cH:24][cH:25][cH:26][cH:27][cH:28]2)[OH:29])[c:4]([C:16](=[O:17])[O:18][CH3:19])[cH:5][c:6]2[c:7]1[n:8]([CH2:12][CH2:13][O:14][CH3:15])[c:9]([CH3:11])[n:10]2.[P:32](=[O:33])([OH:34])([OH:35])[OH:36]>>[c:2]12[c:3]([c:4]([C:16](=[O:17])[O:18][CH3:19])[cH:5][c:6]3[c:7]1[n:8]([CH2:12][CH2:13][O:14][CH3:15])[c:9]([CH3:11])[n:10]3)[CH2:20][CH2:21][CH:22]([c:23]1[cH:24][cH:25][cH:26][cH:27][cH:28]1)[O:29]2. Reactants: CCOC(=O)c1c(-c2ccc(OC)cc2)c(-c2ccc(OC)cc2)n[nH]c1=O, ClCc1ccccc1. Product: CCOC(=O)c1c(-c2ccc(OC)cc2)c(-c2ccc(OC)cc2)nn(Cc2ccccc2)c1=O. Reaction SMILES: [CH3:1][O:2][c:3]1[cH:4][cH:5][c:6](-[c:9]2[c:10]([C:24](=[O:25])[O:26][CH2:27][CH3:28])[c:11](=[O:23])[nH:12][n:13][c:14]2-[c:15]2[cH:16][cH:17][c:18]([O:21][CH3:22])[cH:19][cH:20]2)[cH:7][cH:8]1.[Cl:29][CH2:30][c:31]1[cH:32][cH:33][cH:34][cH:35][cH:36]1>>[CH3:1][O:2][c:3]1[cH:4][cH:5][c:6](-[c:9]2[c:10]([C:24](=[O:25])[O:26][CH2:27][CH3:28])[c:11](=[O:23])[n:12]([CH2:30][c:31]3[cH:32][cH:33][cH:34][cH:35][cH:36]3)[n:13][c:14]2-[c:15]2[cH:16][cH:17][c:18]([O:21][CH3:22])[cH:19][cH:20]2)[cH:7][cH:8]1. Starting materials: COc1ccc(CC#N)cc1S(N)(=O)=O, C1CCC2=NCCCN2CC1, COc1cc(OC)nc(NC(=O)O)n1, CC#N, Cl, O. Product: COc1cc(OC)nc(NC(=O)NS(=O)(=O)c2cc(CC#N)ccc2OC)n1. Reaction SMILES: [C:1](#[N:2])[CH2:3][c:4]1[cH:5][cH:6][c:7]([O:14][CH3:15])[c:8]([S:10](=[O:11])(=[O:12])[NH2:13])[cH:9]1.[CH2:30]1[CH2:31][CH2:32][C:33]2=[N:38][CH2:37][CH2:36][CH2:35][N:34]2[CH2:39][CH2:40]1.[CH3:16][O:17][c:18]1[n:19][c:20]([NH:26][C:27]([OH:28])=[O:29])[n:21][c:22]([O:24][CH3:25])[cH:23]1.[CH3:42][C:43]#[N:44].[ClH:41].[OH2:45]>>[C:1](#[N:2])[CH2:3][c:4]1[cH:5][cH:6][c:7]([O:14][CH3:15])[c:8]([S:10](=[O:11])(=[O:12])[NH:13][C:27]([NH:26][c:20]2[n:19][c:18]([O:17][CH3:16])[cH:23][c:22]([O:24][CH3:25])[n:21]2)=[O:28])[cH:9]1. The reactants are BrCc1ccccc1, O=C([O-])[O-], [K+], [K+], CN(C)C=O, O, CC(CC(Cc1ccc(-c2ccccc2)cc1)NC(=O)OC(C)(C)C)C(=O)O. Yields the product CC(CC(Cc1ccc(-c2ccccc2)cc1)NC(=O)OC(C)(C)C)C(=O)OCc1ccccc1. RXN SMILES: [Br:29][CH2:30][c:31]1[cH:32][cH:33][cH:34][cH:35][cH:36]1.[C:37](=[O:38])([O-:39])[O-:40].[K+:41].[K+:42].[O:44]=[CH:45][N:46]([CH3:47])[CH3:48].[OH2:43].[c:1]1(-[c:23]2[cH:24][cH:25][cH:26][cH:27][cH:28]2)[cH:2][cH:3][c:4]([CH2:7][CH:8]([CH2:9][CH:10]([C:11](=[O:12])[OH:13])[CH3:14])[NH:15][C:16](=[O:17])[O:18][C:19]([CH3:20])([CH3:21])[CH3:22])[cH:5][cH:6]1>>[c:1]1(-[c:23]2[cH:24][cH:25][cH:26][cH:27][cH:28]2)[cH:2][cH:3][c:4]([CH2:7][CH:8]([CH2:9][CH:10]([C:11]([O:12][CH2:30][c:31]2[cH:32][cH:33][cH:34][cH:35][cH:36]2)=[O:13])[CH3:14])[NH:15][C:16](=[O:17])[O:18][C:19]([CH3:20])([CH3:21])[CH3:22])[cH:5][cH:6]1. The reactants are C(C)(C)(C)OC(=O)N1CCC(CC1)(C(COCC[Si](C)(C)C)OC1=NC2=C(N1)C=C(C(=C2)Cl)Cl)C2=CC=C(C=C2)C2=CC(=CC=C2)C#N (4-(3′-cyano-biphenyl-4-yl)-4-[5,6-dichloro-1-(2-trimethylsilanyl-ethoxymethyl)-1H-benzoimidazol-2-yloxymethyl]-piperidine-1-carboxylic acid tert-butyl ester), solution, CCCC[N+](CCCC)(CCCC)CCCC.[F-] (TBAF). Solvent: O1CCCC1 (tetrahydrofuran). Run at temperature 60 celsius. Yields the product C(C)(C)(C)OC(=O)N1CCC(CC1)(COC1=NC2=C(N1)C=C(C(=C2)Cl)Cl)C2=CC=C(C=C2)C2=CC(=CC=C2)C#N (4-(3′-cyano-biphenyl-4-yl)-4-(5,6-dichloro-1H-benzoimidazol-2-yloxymethyl)-piperidine-1-carboxylic acid tert-butyl ester). Isolated yield 52.7%. As a reaction SMILES: [C:1]([O:5][C:6]([N:8]1[CH2:13][CH2:12][C:11]([C:35]2[CH:40]=[CH:39][C:38]([C:41]3[CH:46]=[CH:45][CH:44]=[C:43]([C:47]#[N:48])[CH:42]=3)=[CH:37][CH:36]=2)([CH:14]([O:23][C:24]2[NH:28][C:27]3[CH:29]=[C:30]([Cl:34])[C:31]([Cl:33])=[CH:32][C:26]=3[N:25]=2)COCC[Si](C)(C)C)[CH2:10][CH2:9]1)=[O:7])([CH3:4])([CH3:3])[CH3:2].CCCC[N+](CCCC)(CCCC)CCCC.[F-]>O1CCCC1>[C:1]([O:5][C:6]([N:8]1[CH2:13][CH2:12][C:11]([C:35]2[CH:36]=[CH:37][C:38]([C:41]3[CH:46]=[CH:45][CH:44]=[C:43]([C:47]#[N:48])[CH:42]=3)=[CH:39][CH:40]=2)([CH2:14][O:23][C:24]2[NH:25][C:26]3[CH:32]=[C:31]([Cl:33])[C:30]([Cl:34])=[CH:29][C:27]=3[N:28]=2)[CH2:10][CH2:9]1)=[O:7])([CH3:4])([CH3:2])[CH3:3] |f:1.2|. Procedure: To a solution of 0.081 g of 4-(3′-cyano-biphenyl-4-yl)-4-[5,6-dichloro-1-(2-trimethylsilanyl-ethoxymethyl)-1H-benzoimidazol-2-yloxymethyl]-piperidine-1-carboxylic acid tert-butyl ester 52 (0.115 mmol) in 5 mL of tetrahydrofuran at room temperature was added 0.23 mL of a solution of TBAF (1M in THF, 0.23 mmol, 2 eq). The mixture was heated at 60° C. for 6 h. After cooling to room temperature, the mixture was partitioned between 15 mL of ethyl acetate and 15 mL of H2O. The organic layer was separa... Starting materials: O=C([O-])O, CCOC(C)=O, Cc1c(Cl)cc(C(=O)Cl)cc1Cl, Cl, CCC(C)(N)C(=O)C(Cl)Cl, [Na+], O. Product: CCC(C)(NC(=O)c1cc(Cl)c(C)c(Cl)c1)C(=O)C(Cl)Cl. Reaction SMILES: [C:13](=[O:14])([OH:15])[O-:16].[CH3:30][CH2:31][O:32][C:33](=[O:34])[CH3:35].[Cl:18][c:19]1[cH:20][c:21]([C:22](=[O:23])[Cl:24])[cH:25][c:26]([Cl:29])[c:27]1[CH3:28].[ClH:1].[NH2:2][C:3]([C:4]([CH:5]([Cl:6])[Cl:7])=[O:8])([CH2:9][CH3:10])[CH3:11].[Na+:17].[OH2:12]>>[NH:2]([C:3]([C:4]([CH:5]([Cl:6])[Cl:7])=[O:8])([CH2:9][CH3:10])[CH3:11])[C:22]([c:21]1[cH:20][c:19]([Cl:18])[c:27]([CH3:28])[c:26]([Cl:29])[cH:25]1)=[O:23]. The reactants are CC=1SC=CC1C1=CC2=C([C@]3(CCC(N[C@@H]3CC2)=O)C)C=C1 ((+)-(4aR)-(10bR)-8-(2-methylthiophenyl)-10b-methyl-1,2,3,4,4a,5,6,10b-octahydrobenzo[f]quinolin-3-one), C(C)(C)(C)O (t-butanol), CC(C)([O-])C.[K+] (potassium t-butoxide), CI (Methyl iodide). The solvent is C(C)(=O)OCC (ethyl acetate). Reaction conditions: time 4 hour. Product: CN1C(CC[C@@]2(C3=C(CC[C@@H]12)C=C(C=C3)C3=C(SC=C3)C)C)=O ((+)-(4aR)-(10bR)-4-methyl-8-(2-methylthiophenyl)-10b-methyl-1,2,3,4,4a,5,6,10b-octahydrobenzo[f]quinolin-3-one). Yield: 26.0%. Reaction SMILES: [CH3:1][C:2]1[S:3][CH:4]=[CH:5][C:6]=1[C:7]1[CH:22]=[CH:21][C:10]2[C@:11]3([CH3:20])[C@@H:16]([CH2:17][CH2:18][C:9]=2[CH:8]=1)[NH:15][C:14](=[O:19])[CH2:13][CH2:12]3.[C:23](O)(C)(C)C.CC(C)([O-])C.[K+].CI>C(OCC)(=O)C>[CH3:23][N:15]1[C@H:16]2[C@@:11]([CH3:20])([C:10]3[CH:21]=[CH:22][C:7]([C:6]4[CH:5]=[CH:4][S:3][C:2]=4[CH3:1])=[CH:8][C:9]=3[CH2:18][CH2:17]2)[CH2:12][CH2:13][C:14]1=[O:19] |f:2.3|. Procedure details: A 15 mL round bottom flask was charged with (+)-(4aR)-(10bR)-8-(2-methylthiophenyl)-10b-methyl-1,2,3,4,4a,5,6,10b-octahydrobenzo[f]quinolin-3-one (55 mg, 0.16 mmol), 0.4 mL of t-butanol, and potassium t-butoxide (55 mg, 0.48 mmol). Methyl iodide (0.031 mL, 0.48 mmol) was added and the mixture was stirred at room temperature for 4 h. The mixture was diluted with ethyl acetate, and purified by silica gel chromatography (ethyl acetate eluent) to give 15 mg (26%) of the title compound as an oil. FDM... Starting materials: ON1C(C=2C(C1=O)=CC=CC2)=O (N-hydroxyphthalimide), [O-]O.C1(=CC=CC=C1)C(C)C (cumene hydroperoxide), C1CCCCCCC1 (cyclooctane), O=O (Oxygen). Yields the product C1(CCCCCCC1)O (Cyclooctanol), C1(CCCCCCC1)=O (cyclooctanone). As a reaction SMILES: ON1[C:6](=O)[C:5]2=[CH:8][CH:9]=[CH:10][CH:11]=[C:4]2[C:3]1=[O:12].[O-]O.C1(C(C)C)C=CC=CC=1.C1CCCCCCC1.O=O>>[CH:3]1([OH:12])[CH2:4][CH2:11][CH2:10][CH2:9][CH2:8][CH2:5][CH2:6]1.[C:3]1(=[O:12])[CH2:4][CH2:11][CH2:10][CH2:9][CH2:8][CH2:5][CH2:6]1 |f:1.2|. Procedure: 2 mmol of N-hydroxyphthalimide and 4 mmol of cumene hydroperoxide are added at a temperature of 130° C. to 200 mmol of cyclooctane in a round-bottomed flask having an attached reflux condenser. Oxygen at approximately 15 l/h is passed through the reaction mixture for 8 hours at said temperature. Cyclooctanol is obtained at a selectivity of 17% and cyclooctanone at a selectivity of 46%, at a cyclooctcane conversion rate of 53%. The reactants are OC=1C=C(C=CC1)CCC(=O)OC (methyl 3-(3-hydroxyphenyl)propanoate), C(CCC)OC1=C(C=CC(=C1)COC=1C=C(C=CC1)[C@H](CC(=O)O)C(F)(F)F)C1=C(C=CC(=C1)OC)F ((3S)-3-(3-(((2-(butyloxy)-2′-fluoro-5′-(methyloxy)-1,1′-biphenyl-4-yl)methyl)oxy)phenyl)-4,4,4-trifluorobutanoic acid). Yields the product C(CCC)OC1=C(C=CC(=C1)COC=1C=C(C=CC1)CCC(=O)O)C1=C(C=CC(=C1)OC)F (3-(3-(((2-(Butyloxy)-2′-fluoro-5′-(methyloxy)-1,1′-biphenyl-4-yl)methyl)oxy)phenyl)propanoic acid). RXN SMILES: OC1C=C(CCC(OC)=O)C=CC=1.[CH2:14]([O:18][C:19]1[CH:24]=[C:23]([CH2:25][O:26][C:27]2[CH:28]=[C:29]([C@@H:33](C(F)(F)F)[CH2:34][C:35]([OH:37])=[O:36])[CH:30]=[CH:31][CH:32]=2)[CH:22]=[CH:21][C:20]=1[C:42]1[CH:47]=[C:46]([O:48][CH3:49])[CH:45]=[CH:44][C:43]=1[F:50])[CH2:15][CH2:16][CH3:17]>>[CH2:14]([O:18][C:19]1[CH:24]=[C:23]([CH2:25][O:26][C:27]2[CH:28]=[C:29]([CH2:33][CH2:34][C:35]([OH:37])=[O:36])[CH:30]=[CH:31][CH:32]=2)[CH:22]=[CH:21][C:20]=1[C:42]1[CH:47]=[C:46]([O:48][CH3:49])[CH:45]=[CH:44][C:43]=1[F:50])[CH2:15][CH2:16][CH3:17]. Procedure: Compound 13 was synthesized from methyl 3-(3-hydroxyphenyl)propanoate (available from Aagile Labs Division of Tyger Scientific) and 5.4 by a method analogous to the method used to prepare compound 7. ESI (neg.) m/e: 451.1 (M−H)+. 1H NMR (400 MHz, CDCl3) δ ppm 7.22-7.32 (2H, m), 7.01-7.09 (3H, m), 6.82-6.91 (5H, m), 5.08 (2H, s), 4.00 (2H, t, J=6.5 Hz), 3.81 (3H, s), 2.97 (2H, t, J=7.8 Hz), 2.71 (2H, t, J=7.8 Hz), 1.64-1.72 (2H, m), 1.34-1.43 (2H, m), 0.90 (3H, t, J=7.3 Hz). Reactants: Cl (HCl), C1CCOC1 (THF), COC1=C(C=CC2=C1CC[C@H]1CC(NC[C@@H]21)=O)OC (Cis-7,8-dimethoxy-1,2,4,4a,5,6-hexahydrobenzo[h]isoquinolin-3(10bH)-one), solution, C1CCOC1 (THF). The yield is 59.6%. Product: Cl.COC1=C(C=CC2=C1CC[C@H]1CCNC[C@@H]21)OC (Cis-7,8-dimethoxy-1,2,3,4,4a,5,6,10b-octahydrobenzo[h]isoquinoline HCl). Procedure details: A flame-dried 1-neck flask was charged with 50 mL of distilled THF and 0.130 g (0.498 mmol) of the cis lactam 15a were added. A 1.0 M solution of BH3 in THF (2.49 mL, 2.49 mmol) was added dropwise to the flask and the reaction was heated at reflux overnight. The reaction was then cooled to room temperature, quenched carefully with H2O, and evaporated to about one-third the volume. Following the addition of 10 mL 2N HCl, the solution was stirred at ambient temperature for 4 h. The aqueous solutio... Run at time 4 hour. RXN SMILES: C1COCC1.[CH3:6][O:7][C:8]1[C:13]2[CH2:14][CH2:15][C@@H:16]3[C@H:21]([C:12]=2[CH:11]=[CH:10][C:9]=1[O:23][CH3:24])[CH2:20][NH:19][C:18](=O)[CH2:17]3.[ClH:25]>CCOCC.CCO>[ClH:25].[CH3:6][O:7][C:8]1[C:13]2[CH2:14][CH2:15][C@@H:16]3[C@H:21]([C:12]=2[CH:11]=[CH:10][C:9]=1[O:23][CH3:24])[CH2:20][NH:19][CH2:18][CH2:17]3 |f:5.6|. Run in CCO (EtOH), CCOCC (Et2O).